Dataset: the Open Reaction Database (ORD), a public repository of structured organic reaction records. Task: describe an organic reaction: reactants, conditions, products, and yield RXN SMILES: [CH3:18][CH2:19][OH:20].[CH:1]([c:2]1[cH:3][cH:4][cH:5][cH:6][cH:7]1)=[C:8]1[C:9](=[O:14])[CH2:10][CH2:11][CH2:12][CH2:13]1.[Cl-:15].[OH:16][NH3+:17]>>[CH:1]([c:2]1[cH:3][cH:4][cH:5][cH:6][cH:7]1)=[C:8]1[C:9](=[N:17][OH:16])[CH2:10][CH2:11][CH2:12][CH2:13]1. Yields the product ON=C1CCCCC1=Cc1ccccc1. Reactants: CCO, O=C1CCCCC1=Cc1ccccc1, [Cl-], [NH3+]O. Reactants: [Br-], CC[Mg+], C1CCOC1, CC(C)(C=O)NC(=O)OCc1ccccc1, [Cl-], FC(F)(F)c1cc(I)cc(C(F)(F)F)c1, [NH4+], O. Yields the product CC(C)(NC(=O)OCc1ccccc1)C(O)c1cc(C(F)(F)F)cc(C(F)(F)F)c1. As a reaction SMILES: [Br-:1].[CH2:2]([Mg+:3])[CH3:4].[CH2:38]1[O:39][CH2:40][CH2:41][CH2:42]1.[CH3:20][C:21]([CH:22]=[O:23])([CH3:24])[NH:25][C:26]([O:27][CH2:28][c:29]1[cH:30][cH:31][cH:32][cH:33][cH:34]1)=[O:35].[Cl-:36].[I:5][c:6]1[cH:7][c:8]([C:16]([F:17])([F:18])[F:19])[cH:9][c:10]([C:12]([F:13])([F:14])[F:15])[cH:11]1.[NH4+:37].[OH2:43]>>[c:6]1([CH:22]([C:21]([CH3:20])([CH3:24])[NH:25][C:26]([O:27][CH2:28][c:29]2[cH:30][cH:31][cH:32][cH:33][cH:34]2)=[O:35])[OH:23])[cH:7][c:8]([C:16]([F:17])([F:18])[F:19])[cH:9][c:10]([C:12]([F:13])([F:14])[F:15])[cH:11]1. Starting materials: FC1=CC=C(C=C1)N1N=CC2=CC(=CC=C12)O[C@H]([C@@H](C)N)C1=CC=CC=C1 ((1S,2R)-1-{[1-(4-fluorophenyl)-1H-indazol-5-yl]oxy}-1-phenylpropan-2-amine), ClCC(=O)Cl (chloroacetyl chloride). The product is ClCC(=O)N[C@H]([C@@H](C1=CC=CC=C1)OC=1C=C2C=NN(C2=CC1)C1=CC=C(C=C1)F)C (2-Chloro-N-[(1R,2S)-1-[1-(4-fluorophenyl)indazol-5-yl]oxy-1-phenyl-propan-2-yl]acetamide). Reaction SMILES: [F:1][C:2]1[CH:7]=[CH:6][C:5]([N:8]2[C:16]3[C:11](=[CH:12][C:13]([O:17][C@@H:18]([C:22]4[CH:27]=[CH:26][CH:25]=[CH:24][CH:23]=4)[C@H:19]([NH2:21])[CH3:20])=[CH:14][CH:15]=3)[CH:10]=[N:9]2)=[CH:4][CH:3]=1.[Cl:28][CH2:29][C:30](Cl)=[O:31]>>[Cl:28][CH2:29][C:30]([NH:21][C@@H:19]([CH3:20])[C@H:18]([O:17][C:13]1[CH:12]=[C:11]2[C:16](=[CH:15][CH:14]=1)[N:8]([C:5]1[CH:4]=[CH:3][C:2]([F:1])=[CH:7][CH:6]=1)[N:9]=[CH:10]2)[C:22]1[CH:23]=[CH:24][CH:25]=[CH:26][CH:27]=1)=[O:31]. Reported procedure: Prepared as described in Example 1 using (1S,2R)-1-{[1-(4-fluorophenyl)-1H-indazol-5-yl]oxy}-1-phenylpropan-2-amine (1a, 18 mg, 50 μmol) and chloroacetyl chloride (17 mg, 150 μmol). Yield 22 mg (73%). Starting materials: CC(=O)OC(C)=O, CC(C)OC(C)C, O=CO, CCOC(=O)C(=NOC1CC1)c1csc(N)n1. Yields the product CCOC(=O)C(=NOC1CC1)c1csc(NC=O)n1. Reaction SMILES: [CH3:1][C:2](=[O:3])[O:4][C:5](=[O:6])[CH3:7].[CH:25]([O:26][CH:27]([CH3:28])[CH3:29])([CH3:30])[CH3:31].[CH:32]([OH:33])=[O:34].[NH2:8][c:9]1[s:10][cH:11][c:12]([C:14]([C:15](=[O:16])[O:17][CH2:18][CH3:19])=[N:20][O:21][CH:22]2[CH2:23][CH2:24]2)[n:13]1>>[CH:2](=[O:3])[NH:8][c:9]1[s:10][cH:11][c:12]([C:14]([C:15](=[O:16])[O:17][CH2:18][CH3:19])=[N:20][O:21][CH:22]2[CH2:23][CH2:24]2)[n:13]1. Starting materials: CC(C)(C)c1ccc(CBr)cc1, COC(=O)C(Cc1ccc(O)cc1)NC(=O)OC(C)(C)C, [K+], [K+], O=C([O-])[O-]. Yields the product COC(=O)C(Cc1ccc(OCc2ccc(C(C)(C)C)cc2)cc1)NC(=O)OC(C)(C)C. Reaction SMILES: [C:22]([CH3:23])([CH3:24])([CH3:25])[c:26]1[cH:27][cH:28][c:29]([CH2:30][Br:31])[cH:32][cH:33]1.[CH3:1][O:2][C:3]([CH:4]([CH2:5][c:6]1[cH:7][cH:8][c:9]([OH:12])[cH:10][cH:11]1)[NH:13][C:14](=[O:15])[O:16][C:17]([CH3:18])([CH3:19])[CH3:20])=[O:21].[K+:34].[K+:35].[O-:36][C:37]([O-:38])=[O:39]>>[CH3:1][O:2][C:3]([CH:4]([CH2:5][c:6]1[cH:7][cH:8][c:9]([O:12][CH2:30][c:29]2[cH:28][cH:27][c:26]([C:22]([CH3:23])([CH3:24])[CH3:25])[cH:33][cH:32]2)[cH:10][cH:11]1)[NH:13][C:14](=[O:15])[O:16][C:17]([CH3:18])([CH3:19])[CH3:20])=[O:21].